describe an organic reaction: reactants, conditions, products, and yield From a dataset of the Open Reaction Database (ORD), a public repository of structured organic reaction records. Reactants: ClCCl, CC(=O)Nc1c(C)nc(N)c(C(=O)NNS(=O)(=O)c2ccccc2)c1C, [Na+], [Na+], O=C([O-])[O-], O, OCCO. Yields the product CC(=O)Nc1c(C)nc(N)c(C=O)c1C. RXN SMILES: [CH2:38]([Cl:39])[Cl:40].[NH2:5][c:6]1[c:7]([C:8](=[O:9])[NH:10][NH:11][S:12]([c:13]2[cH:14][cH:15][cH:16][cH:17][cH:18]2)(=[O:19])=[O:20])[c:21]([CH3:30])[c:22]([NH:26][C:27]([CH3:28])=[O:29])[c:23]([CH3:25])[n:24]1.[Na+:31].[Na+:32].[O-:33][C:34](=[O:35])[O-:36].[OH2:37].[OH:1][CH2:2][CH2:3][OH:4]>>[NH2:5][c:6]1[c:7]([CH:8]=[O:9])[c:21]([CH3:30])[c:22]([NH:26][C:27]([CH3:28])=[O:29])[c:23]([CH3:25])[n:24]1.